Dataset: the Open Reaction Database (ORD), a public repository of structured organic reaction records. Task: describe an organic reaction: reactants, conditions, products, and yield The reactants are OCC1C(C2CCC1O2)CC2=C(C=CC(=C2)F)OCC2=CC=CC=C2 (2-[[3-[hydroxymethyl]-7-oxabicyclo[2.2.1]hept-2-yl]methyl]-4-fluoro-1-phenylmethoxy-benzene), CC(=O)C.OS(=O)(=O)O.O=[Cr](=O)=O (Jones reagent), CC(=O)C.OS(=O)(=O)O.O=[Cr](=O)=O (Jones reagent). The reagents and catalysts are [O-2].[Cr+3].[O-2].[O-2].[Cr+3] (Chromium oxide). The solvent is CC(=O)C (acetone), acid. Run at time 10 minute. The product is C(=O)(O)C1C(C2CCC1O2)CC2=C(C=CC(=C2)F)OCC2=CC=CC=C2 (2-[[3-Carboxy-7-oxabicyclo[2.2.1]hept-2-yl]methyl]-4-fluoro-1-phenylmethoxybenzene). Reaction SMILES: [OH:1][CH2:2][CH:3]1[CH:8]2[O:9][CH:5]([CH2:6][CH2:7]2)[CH:4]1[CH2:10][C:11]1[CH:16]=[C:15]([F:17])[CH:14]=[CH:13][C:12]=1[O:18][CH2:19][C:20]1[CH:25]=[CH:24][CH:23]=[CH:22][CH:21]=1.CC(C)=[O:28].OS(O)(=O)=O.O=[Cr](=O)=O>CC(C)=O.[O-2].[Cr+3].[O-2].[O-2].[Cr+3]>[C:2]([CH:3]1[CH:8]2[O:9][CH:5]([CH2:6][CH2:7]2)[CH:4]1[CH2:10][C:11]1[CH:16]=[C:15]([F:17])[CH:14]=[CH:13][C:12]=1[O:18][CH2:19][C:20]1[CH:25]=[CH:24][CH:23]=[CH:22][CH:21]=1)([OH:28])=[O:1] |f:1.2.3,5.6.7.8.9|. Procedure: To a solution of [1S-(1α, 2α, 3α, 4α)]-2-[[3-[hydroxymethyl]-7-oxabicyclo[2.2.1]hept-2-yl]methyl]-4-fluoro-1-phenylmethoxy-benzene (0.812 g, 2.37 mmol) in acetone (20 mL) was added Jones reagent (1 mL) (The Jones reagent was prepared by dissolving 534 mg of Chromium oxide in 0.46 mL of acid sulphuric concentrated and 1.54 mL of water) and the resulting mixture was stirred for 10 min. Then, more Jones reagent (1 mL) was added and the mixture was stirred for 1 h. After, 2-propanol (0.6 mL) was add...